This data is from the Open Reaction Database (ORD), a public repository of structured organic reaction records. The task is: describe an organic reaction: reactants, conditions, products, and yield The product is C1(CCC1)C1=CC(=C(C(=O)N2CCC(CC2)(F)C2=CC=C(C#N)C=C2)C=C1C=1NC(=CN1)COC)C (4-(1-(4-Cyclobutyl-5-(5-(methoxymethyl)-1H-imidazol-2-yl)-2-methylbenzoyl)-4-fluoropiperidin-4-yl)benzonitrile). Reported procedure: The title compound was prepared using standard chemical manipulations and procedures similar to those used for preparation of 4-(1-(4-cyclobutyl-5-(5-(methoxymethyl)-1H-imidazol-2-yl)-2-methylbenzoyl)piperidin-4-yl)benzonitrile (compound 246), using 4-(4-fluoropiperidin-4-yl)benzonitrile hydrochloride (compound 11.2 HCl salt) instead of 4-(piperidin-4-yl)benzonitrile hydrochloride (compound 1.5). m/z (ES+) 487 (M+H)+. 1H NMR (400 MHz, CD3OD): δ 7.79-7.67 (m, 2H), 7.66 (d, 3H), 7.53-7.39 (m, 2H),... The reactants are Cl.FC1(CCNCC1)C1=CC=C(C#N)C=C1 (4-(4-fluoropiperidin-4-yl)benzonitrile hydrochloride salt), C1(CCC1)C1=CC(=C(C(=O)N2CCC(CC2)C2=CC=C(C#N)C=C2)C=C1C=1NC(=CN1)COC)C (4-(1-(4-cyclobutyl-5-(5-(methoxymethyl)-1H-imidazol-2-yl)-2-methylbenzoyl)piperidin-4-yl)benzonitrile), C1(CCC1)C1=CC(=C(C(=O)N2CCC(CC2)C2=CC=C(C#N)C=C2)C=C1C=1NC(=CN1)COC)C (4-(1-(4-cyclobutyl-5-(5-(methoxymethyl)-1H-imidazol-2-yl)-2-methylbenzoyl)piperidin-4-yl)benzonitrile), Cl.N1CCC(CC1)C1=CC=C(C#N)C=C1 (4-(piperidin-4-yl)benzonitrile hydrochloride), Cl.FC1(CCNCC1)C1=CC=C(C#N)C=C1 (4-(4-fluoropiperidin-4-yl)benzonitrile hydrochloride salt). As a reaction SMILES: [CH:1]1([C:5]2[C:26]([C:27]3[NH:28][C:29]([CH2:32][O:33][CH3:34])=[CH:30][N:31]=3)=[CH:25][C:8]([C:9]([N:11]3[CH2:16][CH2:15][CH:14]([C:17]4[CH:24]=[CH:23][C:20]([C:21]#[N:22])=[CH:19][CH:18]=4)[CH2:13][CH2:12]3)=[O:10])=[C:7]([CH3:35])[CH:6]=2)[CH2:4][CH2:3][CH2:2]1.Cl.[F:37]C1(C2C=CC(C#N)=CC=2)CCNCC1.Cl.N1CCC(C2C=CC(C#N)=CC=2)CC1>>[CH:1]1([C:5]2[C:26]([C:27]3[NH:28][C:29]([CH2:32][O:33][CH3:34])=[CH:30][N:31]=3)=[CH:25][C:8]([C:9]([N:11]3[CH2:12][CH2:13][C:14]([C:17]4[CH:18]=[CH:19][C:20]([C:21]#[N:22])=[CH:23][CH:24]=4)([F:37])[CH2:15][CH2:16]3)=[O:10])=[C:7]([CH3:35])[CH:6]=2)[CH2:4][CH2:3][CH2:2]1 |f:1.2,3.4|. Procedure: A sample of 0.017 grams (0.21 mmol) of anhydrous sodium acetate and 15 μl (0.033 g, 0.197 mmol) of iodoacetonitrile were added to a solution of 0.065 grams (0.123 mmol) of daunorubicin, free base, in 1 ml of dry DMF, and the dark red mixture thus obtained stirred at room temperature in the dark for 44 hours until thin layer chromatography (TLC) run on aliquots of the reaction mixture showed conversion to the desired product. The reaction mixture was then evaporated at low temperature and pressur... The product is CC1C(C(CC(O1)OC2CC(CC3=C(C4=C(C(=C23)O)C(=O)C5=C(C4=O)C=CC=C5OC)O)(C(=O)C)O)NCC#N)O (N-(cyanomethyl)daunorubicin). As a reaction SMILES: C([O-])(=O)C.[Na+].I[CH2:7][C:8]#[N:9].[CH3:10][C@@H:11]1[O:16][C@@H:15]([O:17][C@@H:18]2[C:23]3=[C:24]([OH:41])[C:25]4[C:37](=[O:38])[C:36]5[C:31](=[CH:32][CH:33]=[CH:34][C:35]=5[O:39][CH3:40])[C:29](=[O:30])[C:26]=4[C:27]([OH:28])=[C:22]3[CH2:21][C@@:20]([OH:45])([C:42]([CH3:44])=[O:43])[CH2:19]2)[CH2:14][C@H:13]([NH2:46])[C@@H:12]1[OH:47]>CN(C=O)C>[CH3:10][CH:11]1[O:16][CH:15]([O:17][CH:18]2[C:23]3[C:22](=[C:27]([OH:28])[C:26]4[C:29](=[O:30])[C:31]5[CH:32]=[CH:33][CH:34]=[C:35]([O:39][CH3:40])[C:36]=5[C:37](=[O:38])[C:25]=4[C:24]=3[OH:41])[CH2:21][C:20]([OH:45])([C:42]([CH3:44])=[O:43])[CH2:19]2)[CH2:14][CH:13]([NH:46][CH2:7][C:8]#[N:9])[CH:12]1[OH:47] |f:0.1|. Reaction conditions: time 44 hour. Reactants: C(C)(=O)[O-].[Na+] (sodium acetate), ICC#N (iodoacetonitrile), C[C@H]1[C@H]([C@H](C[C@@H](O1)O[C@H]2C[C@@](CC=3C2=C(C4=C(C3O)C(=O)C5=CC=CC(=C5C4=O)OC)O)(C(=O)C)O)N)O (daunorubicin). Solvent: CN(C)C=O (DMF). The reactants are O=C([O-])[O-], CN(C)C=O, [Cs+], [Cs+], CI, COc1ccccc1Oc1c(N)n(C)[nH]c1=O. Yields the product COc1ccccc1Oc1c(OC)nn(C)c1N. Reaction SMILES: [C:18](=[O:19])([O-:20])[O-:21].[CH3:26][N:27]([CH3:28])[CH:29]=[O:30].[Cs+:22].[Cs+:23].[I:24][CH3:25].[NH2:1][c:2]1[c:3]([O:9][c:10]2[c:11]([O:16][CH3:17])[cH:12][cH:13][cH:14][cH:15]2)[c:4](=[O:8])[nH:5][n:6]1[CH3:7]>>[NH2:1][c:2]1[c:3]([O:9][c:10]2[c:11]([O:16][CH3:17])[cH:12][cH:13][cH:14][cH:15]2)[c:4]([O:8][CH3:18])[n:5][n:6]1[CH3:7].